Dataset: the Open Reaction Database (ORD), a public repository of structured organic reaction records. Task: describe an organic reaction: reactants, conditions, products, and yield Reactants: FC=1C(=C(N)C=CC1)C (3-fluoro-2-methylaniline), C1CC(=O)N(C1=O)Br (NBS), [O-]S(=O)(=S)[O-].[Na+].[Na+] (Na2S2O3). Run in CC#N (CH3CN). Conditions: time 30 minute. Yields the product BrC1=C(C(=C(N)C=C1)C)F (4-Bromo-3-fluoro-2-methylaniline). Reaction SMILES: [F:1][C:2]1[C:3]([CH3:9])=[C:4]([CH:6]=[CH:7][CH:8]=1)[NH2:5].C1C(=O)N([Br:17])C(=O)C1.[O-]S([O-])(=S)=O.[Na+].[Na+]>CC#N>[Br:17][C:8]1[CH:7]=[CH:6][C:4]([NH2:5])=[C:3]([CH3:9])[C:2]=1[F:1] |f:2.3.4|. Reported procedure: To a solution of 3-fluoro-2-methylaniline (20 g, 0.16 mol) in CH3CN (500 mL) was added NBS (31.3 g, 0.176 mol) in portions at 10° C. The resulting mixture was stirred at room temperature for 30 minutes. Upon completion, saturated Na2S2O3 (500 mL) was added slowly into the reaction mixture at 10° C. The organic layer was separated, and the aqueous layer was extracted with EtOAc. The combined organic layers were dried over Na2SO4 and concentrated in vacuo. The residue was washed with petroleum eth... RXN SMILES: [Cl-].[CH:2]1([CH2:7][CH2:8]C(Cl)=O)[CH2:6][CH2:5][CH2:4][CH2:3]1.[N-:12]=[N+]=[N-].[Na+].C[C:17](C)=[O:18]>O>[CH:2]1([CH2:7][CH2:8][N:12]=[C:17]=[O:18])[CH2:3][CH2:4][CH2:5][CH2:6]1 |f:2.3|. Run in O (water). Procedure: The procedure is an adaptation of procedure in Org. Syn. Col. Vol. II, p 846, Col. Vol. VI, p 95. A solution of 0.65 g of 3-cyclopentylpropionyl chloride (Example 253) in 10 ml of acetone is added dropwise to a 0° C. solution of 0.46 g of sodium azide in 5 ml of water When the addition is complete, stirring is continued for 1 hour. The mixture is extracted with toluene, dried over anhydrous sodium sulfate and filtered. The toluene solution is added dropwise to 25 ml of toluene which is heated at... Conditions: time 1 hour. The product is C1(CCCC1)CCN=C=O (2-Cyclopentylethyl isocyanate). Starting materials: C1(CCCC1)CCC(=O)Cl (3-cyclopentylpropionyl chloride), [N-]=[N+]=[N-].[Na+] (sodium azide), CC(=O)C (acetone), [Cl-] (chloride), VI. Starting materials: CCOC(=O)C=Cc1ccc(Cc2ccccc2OCc2ccccc2)cc1, CSC, O, O=C(O)C(F)(F)F. Product: CCOC(=O)C=Cc1ccc(Cc2ccccc2O)cc1. Reaction SMILES: [CH2:1]([c:2]1[cH:3][cH:4][cH:5][cH:6][cH:7]1)[O:8][c:9]1[c:10]([CH2:11][c:12]2[cH:13][cH:14][c:15]([CH:18]=[CH:19][C:20](=[O:21])[O:22][CH2:23][CH3:24])[cH:16][cH:17]2)[cH:25][cH:26][cH:27][cH:28]1.[CH3:36][S:37][CH3:38].[OH2:39].[OH:29][C:30]([C:31]([F:32])([F:33])[F:34])=[O:35]>>[OH:8][c:9]1[c:10]([CH2:11][c:12]2[cH:13][cH:14][c:15]([CH:18]=[CH:19][C:20](=[O:21])[O:22][CH2:23][CH3:24])[cH:16][cH:17]2)[cH:25][cH:26][cH:27][cH:28]1.